This data is from the Open Reaction Database (ORD), a public repository of structured organic reaction records. The task is: describe an organic reaction: reactants, conditions, products, and yield Starting materials: Brc1ccc2occc2c1, Cc1cn(Cc2ccccc2)c(C)n1. The reagents and catalysts are CC(C)(C)c1ccc(-c2ccc(C(C)(C)C)cc2)cc1 (4,4'-di-tert-butylbiphenyl), CC(C)(C)C(=O)[O-].[K+] (KOPiv), Cl[Pd]CC=C.C=CC[Pd]Cl ([Pd(allyl)Cl]2), CN(C)c1ccc(P(C2CCCCC2)C2CCCCC2)cc1 (A-caPhos). Solvent: CC(=O)N(C)C (DMA), CC(=O)N(C)C (DMA), CC(=O)N(C)C (DMA). Conditions: temperature 120 celsius, time 24 hour. Yields the product Cc1nc(C)n(Cc2ccccc2)c1-c1ccc2occc2c1. The yield is 6.5%. Starting materials: C(C)(C)(C)C=1N=C(C=2C(N1)=NN(N2)CC)N2CC(CC2)(F)F (5-tert-Butyl-7-(3,3-difluoro-pyrrolidin-1-yl)-2-ethyl-2H-[1,2,3]triazolo[4,5-d]pyrimidine), C(C)(C)(C)C=1N=C(C2=C(N1)NN=N2)N2CC(C(C2)(F)F)(F)F (5-tert-Butyl-7-(3,3,4,4-tetrafluoro-pyrrolidin-1-yl)-3H-[1,2,3]triazolo[4,5-d]pyrimidine), ClCC1=NC(=NO1)C (5-(chloromethyl)-3-methyl-1,2,4-oxadiazole). Yields the product C(C)(C)(C)C=1N=C(C=2C(N1)=NN(N2)CC2=NC(=NO2)C)N2CC(C(C2)(F)F)(F)F (5-tert-Butyl-2-(3-methyl-[1,2,4]oxadiazol-5-ylmethyl)-7-(3,3,4,4-tetrafluoro-pyrrolidin-1-yl)-2H-[1,2,3]triazolo[4,5-d]pyrimidine). Reaction SMILES: C(C1N=C(N2CCC(F)(F)C2)C2C(=NN(CC)N=2)N=1)(C)(C)C.[C:23]([C:27]1[N:28]=[C:29]([N:36]2[CH2:40][C:39]([F:42])([F:41])[C:38]([F:44])([F:43])[CH2:37]2)[C:30]2[N:35]=[N:34][NH:33][C:31]=2[N:32]=1)([CH3:26])([CH3:25])[CH3:24].Cl[CH2:46][C:47]1[O:51][N:50]=[C:49]([CH3:52])[N:48]=1>>[C:23]([C:27]1[N:28]=[C:29]([N:36]2[CH2:40][C:39]([F:41])([F:42])[C:38]([F:43])([F:44])[CH2:37]2)[C:30]2[C:31](=[N:33][N:34]([CH2:46][C:47]3[O:51][N:50]=[C:49]([CH3:52])[N:48]=3)[N:35]=2)[N:32]=1)([CH3:26])([CH3:24])[CH3:25]. Reported procedure: In analogy to the procedure described for the synthesis of 5-tert-butyl-7-(3,3-difluoro-pyrrolidin-1-yl)-2-ethyl-2H-[1,2,3]triazolo[4,5-d]pyrimidine (example 3, step b), the title compound was prepared from 5-tert-Butyl-7-(3,3,4,4-tetrafluoro-pyrrolidin-1-yl)-3H-[1,2,3]triazolo[4,5-d]pyrimidine and 5-(chloromethyl)-3-methyl-1,2,4-oxadiazole and isolated as light yellow gum. MS (m/e): 415.3 (MH+). Yields the product COC1=C(C=CC=C1)C=1N=C(NC1)N (4-(2-methoxyphenyl)-1H-imidazol-2-amine). Solvent: CCO (EtOH). Procedure details: To a stirred solution of 2-(2-methoxyphenyl)imidazo[1,2-α]pyrimidine (1.24 g, 5.5 mmol) in EtOH (8 mL) was added NH2NH2.H2O (0.3 mL, 6.1 mmol). After heating to 75° C. for 24 h, the reaction was concentrated under reduced pressure. The residue was suspended in Et2O and filtered to collect 4-(2-methoxyphenyl)-1H-imidazol-2-amine (1 g, 96%) as a light yellow solid. Run at temperature 75 celsius. The reactants are COC1=C(C=CC=C1)C=1N=C2N(C=CC=N2)C1 (2-(2-methoxyphenyl)imidazo[1,2-α]pyrimidine), NN.O (NH2NH2.H2O). Reaction SMILES: [CH3:1][O:2][C:3]1[CH:8]=[CH:7][CH:6]=[CH:5][C:4]=1[C:9]1[N:10]=[C:11]2[N:16]=CC=C[N:12]2[CH:17]=1.NN.O>CCO>[CH3:1][O:2][C:3]1[CH:8]=[CH:7][CH:6]=[CH:5][C:4]=1[C:9]1[N:10]=[C:11]([NH2:16])[NH:12][CH:17]=1 |f:1.2|. Starting materials: BrC1=CC=CC(=N1)C(C#N)CCO[Si](C)(C)C(C)(C)C (2-(6-bromopyridin-2-yl)-4-{[tert-butyl(dimethyl)silyl]oxy}butanenitrile), Cl (HCl). Solvent: O (water), C1CCOC1 (THF). Run at time 1 hour. Product: EtOAc hexanes, BrC1=CC=CC(=N1)C(C#N)CCO (2-(6-Bromopyridin-2-yl)-4-hydroxybutanenitrile). The yield is 15.0%. As a reaction SMILES: [Br:1][C:2]1[N:7]=[C:6]([CH:8]([CH2:11][CH2:12][O:13][Si](C(C)(C)C)(C)C)[C:9]#[N:10])[CH:5]=[CH:4][CH:3]=1.Cl>C1COCC1.O>[Br:1][C:2]1[N:7]=[C:6]([CH:8]([CH2:11][CH2:12][OH:13])[C:9]#[N:10])[CH:5]=[CH:4][CH:3]=1. Reported procedure: To a solution of 2-(6-bromopyridin-2-yl)-4-{[tert-butyl(dimethyl)silyl]oxy}butanenitrile (470 mg, 1.32 mmol) in THF (4.0 mL) was added HCl (2.0 M, 4.00 mL, 8.00 mmol). The solution was stirred at room temperature for 1 hour. It was then diluted with water and extracted with EtOAc (2×). The combined organic layers were washed with brine, dried over MgSO4, filtered, and concentrated. Silica gel chromatography (15-100% EtOAc/hexanes) afforded the title compound as a colorless oil. Starting materials: CC(C)(C)OC(=O)NC1CCC(N)CC1, COc1cc(OCC2CC2)c(-c2ncnc3c(C(=O)O)c[nH]c23)cc1F. The product is COc1cc(OCC2CC2)c(-c2ncnc3c(C(=O)NC4CCC(NC(=O)OC(C)(C)C)CC4)c[nH]c23)cc1F. Reaction SMILES: [C:27]([CH3:28])([CH3:29])([CH3:30])[O:31][C:32]([NH:33][CH:34]1[CH2:35][CH2:36][CH:37]([NH2:40])[CH2:38][CH2:39]1)=[O:41].[CH:1]1([CH2:4][O:5][c:6]2[c:7](-[c:15]3[c:16]4[c:17]([n:18][cH:19][n:20]3)[c:21]([C:24](=[O:25])[OH:26])[cH:22][nH:23]4)[cH:8][c:9]([F:14])[c:10]([O:12][CH3:13])[cH:11]2)[CH2:2][CH2:3]1>>[CH:1]1([CH2:4][O:5][c:6]2[c:7](-[c:15]3[c:16]4[c:17]([n:18][cH:19][n:20]3)[c:21]([C:24](=[O:25])[NH:40][CH:37]3[CH2:36][CH2:35][CH:34]([NH:33][C:32]([O:31][C:27]([CH3:28])([CH3:29])[CH3:30])=[O:41])[CH2:39][CH2:38]3)[cH:22][nH:23]4)[cH:8][c:9]([F:14])[c:10]([O:12][CH3:13])[cH:11]2)[CH2:2][CH2:3]1. Starting materials: OBO, O=C([O-])[O-], Cc1ccccc1, CCOCC, CCO, Clc1ncc(Cl)c(Cl)n1, Clc1ccccc1Cl, [Na+], [Na+], c1ccc(P(CCCCP(c2ccccc2)c2ccccc2)c2ccccc2)cc1. The product is Clc1ncc(Cl)c(-c2ccc(Cl)c(Cl)c2)n1. RXN SMILES: [BH:40]([OH:41])[OH:42].[C:51](=[O:52])([O-:53])[O-:54].[CH3:57][c:58]1[cH:59][cH:60][cH:61][cH:62][cH:63]1.[CH3:64][CH2:65][O:66][CH2:67][CH3:68].[CH3:69][CH2:70][OH:71].[Cl:31][c:32]1[n:33][cH:34][c:35]([Cl:39])[c:36]([Cl:38])[n:37]1.[Cl:43][c:44]1[cH:45][cH:46][cH:47][cH:48][c:49]1[Cl:50].[Na+:55].[Na+:56].[c:1]1([P:2]([c:3]2[cH:4][cH:5][cH:6][cH:7][cH:8]2)[CH2:9][CH2:10][CH2:11][CH2:12][P:13]([c:14]2[cH:15][cH:16][cH:17][cH:18][cH:19]2)[c:20]2[cH:21][cH:22][cH:23][cH:24][cH:25]2)[cH:26][cH:27][cH:28][cH:29][cH:30]1>>[Cl:31][c:32]1[n:33][cH:34][c:35]([Cl:39])[c:36](-[c:47]2[cH:46][cH:45][c:44]([Cl:43])[c:49]([Cl:50])[cH:48]2)[n:37]1.